From a dataset of the Open Reaction Database (ORD), a public repository of structured organic reaction records. describe an organic reaction: reactants, conditions, products, and yield Conditions: time 1 hour. RXN SMILES: [N:1]1([CH2:7][CH2:8][CH2:9][O:10][C:11]2[CH:26]=[CH:25][C:14]([C:15]([NH:17][C@H:18]([C:21]([O:23][CH3:24])=[O:22])[CH2:19][OH:20])=O)=[CH:13][CH:12]=2)[CH2:6][CH2:5][CH2:4][CH2:3][CH2:2]1.C(N(S(F)(F)F)CC)C.C(=O)([O-])[O-].[K+].[K+]>ClCCl>[N:1]1([CH2:7][CH2:8][CH2:9][O:10][C:11]2[CH:26]=[CH:25][C:14]([C:15]3[O:20][CH2:19][CH:18]([C:21]([O:23][CH3:24])=[O:22])[N:17]=3)=[CH:13][CH:12]=2)[CH2:6][CH2:5][CH2:4][CH2:3][CH2:2]1 |f:2.3.4|. Product: N1(CCCCC1)CCCOC1=CC=C(C=C1)C=1OCC(N1)C(=O)OC (methyl 2-[4-(3-piperidin-1-ylpropoxy)phenyl]-4,5-dihydro-1,3-oxazole-4-carboxylate). The reactants are N1(CCCCC1)CCCOC1=CC=C(C(=O)N[C@@H](CO)C(=O)OC)C=C1 (methyl N-[4-(3-piperidin-1-ylpropoxy)benzoyl]serinate), C(C)N(CC)S(F)(F)F ((diethylamino)sulfur trifluoride), C([O-])([O-])=O.[K+].[K+] (potassium carbonate). Solvent: ClCCl (dichloromethane). Procedure details: A mixture of methyl N-[4-(3-piperidin-1-ylpropoxy)benzoyl]serinate ax37 (0.922 g, 2.54 mmol, 1 eq) and (diethylamino)sulfur trifluoride (0.34 ml, 2.78 mmol, 1.1 eq) in dichloromethane (25 ml) is stirred under argon at room temperature for 3.5 h before addition of potassium carbonate (0.35 g, 2.53 mmol, 1 eq). The mixture is stirred for a further 1 h and washed with a saturated solution of potassium hydrogencarbonate and the aqueous layer is extracted with dichloromethane. The organic layers are ... Conditions: temperature 20 celsius. Product: C1(CC1)C1=NC(=NO1)C=1N=CN2C1C(=NC1=CC=CC=C21)N2CCOCC2 (3-(5-cyclopropyl-1,2,4-oxadiazol-3-yl)-4-morpholinoimidazo[1,5-a]quinoxalin). The reactants are CC(C)([O-])C.[K+] (potassium t-butoxide), ClC1=NC2=CC=CC=C2N=C1N1CCOCC1 (2-chloro-3-morpholino-quinoxaline), C1(CC1)C1=NC(=NO1)C[N+]#[C-] (5-cyclopropyl-3-isocyanomethyl-1,2,4-oxadiazole). Solvent: CN(C)C=O (DMF), CN(C)C=O (DMF). Procedure: A solution of potassium t-butoxide (3.7 g, 32 mmol) in dry DMF (25 ml) was added to a stirred solution of 2-chloro-3-morpholino-quinoxaline (4 g, 16 mmol) and 5-cyclopropyl-3-isocyanomethyl-1,2,4-oxadiazole in dry DMF (50 ml), the temperature being kept at 0°-5° C. Then the temperature was raised to 20° C. and the solvent was evaporated in vacuo. The residue was partitioned between water (50 ml) and dichloromethane (50 ml). The organic phase was dried and evaporated and the residue was triturate... Reaction SMILES: CC(C)([O-])C.[K+].Cl[C:8]1[C:17]([N:18]2[CH2:23][CH2:22][O:21][CH2:20][CH2:19]2)=[N:16][C:15]2[C:10](=[CH:11][CH:12]=[CH:13][CH:14]=2)[N:9]=1.[CH:24]1([C:27]2[O:31][N:30]=[C:29]([CH2:32][N+:33]#[C-:34])[N:28]=2)[CH2:26][CH2:25]1>CN(C=O)C>[CH:24]1([C:27]2[O:31][N:30]=[C:29]([C:32]3[N:33]=[CH:34][N:9]4[C:10]5[C:15](=[CH:14][CH:13]=[CH:12][CH:11]=5)[N:16]=[C:17]([N:18]5[CH2:23][CH2:22][O:21][CH2:20][CH2:19]5)[C:8]=34)[N:28]=2)[CH2:26][CH2:25]1 |f:0.1|. Reactants: [OH-].[Na+] (sodium hydroxide), C(C=C)#N (acrylonitrile), [N+](=O)([O-])C1=C(C=CC=C1)C (ortho-nitrotoluene). Reagents/catalysts: [Cl-].C(CCC)[N+](C)(CCCC)CCCC (tributylmethylammonium chloride). Product: C(C=C)#N (acrylonitrile), [N+](=O)([O-])C1=C(C=CC=C1)CCCC#N (4-(2-nitro-phenyl)butyronitrile). The yield is 40.0%. Reaction SMILES: [OH-].[Na+].[C:3](#[N:6])[CH:4]=[CH2:5].[N+:7]([C:10]1[CH:15]=[CH:14][CH:13]=[CH:12][C:11]=1[CH3:16])([O-:9])=[O:8]>[Cl-].C([N+](CCCC)(CCCC)C)CCC>[C:3](#[N:6])[CH:4]=[CH2:5].[N+:7]([C:10]1[CH:15]=[CH:14][CH:13]=[CH:12][C:11]=1[CH2:16][CH2:5][CH2:4][C:3]#[N:6])([O-:9])=[O:8] |f:0.1,4.5|. Procedure: 0.75 ml of 45% sodium hydroxide solution and 175 mg of tributylmethylammonium chloride are placed in a 100 ml three-neck flask with a dropping funnel, reflux condenser and internal thermometer, stirring. At 40° C., a mixture of 1.4 ml acrylonitrile (21.15 mmol) and 25 ml ortho-nitrotoluene is added dropwise and maintained at this temperature for 3 h. The phases are separated, and the organic phase is dried and filtered off. With quantitative conversion of acrylonitrile, 1.61 g of 4-(2-nitro-phen... Starting materials: [Cl-].[Li+] (lithium chloride), C1(=CC=CC2=CC=CC=C12)C=O (α-naphthoaldehyde), Cl (hydrochloric acid), C(C)OP(=O)(OCC)C(C(=O)OCC)CCCOC1OCCCC1 (ethyl 2-diethylphosphono-5-(2-tetrahydropyranyloxy)pentanoate), C1CCC2=NCCCN2CC1 (DBU). Solvent: C1CCOC1 (THF). Product: C1(=CC=CC2=CC=CC=C12)C=C(C(=O)OCC)CCCOC1OCCCC1 (ethyl 3-(1-naphthyl)-2-[3-(2-tetrahydropyranyloxy)propyl]-2-propenoate). Isolated yield 84.0%. Reaction SMILES: [Cl-].[Li+].C(OP([CH:11]([CH2:17][CH2:18][CH2:19][O:20][CH:21]1[CH2:26][CH2:25][CH2:24][CH2:23][O:22]1)[C:12]([O:14][CH2:15][CH3:16])=[O:13])(OCC)=O)C.C1CCN2C(=NCCC2)CC1.[C:38]1([CH:48]=O)[C:47]2[C:42](=[CH:43][CH:44]=[CH:45][CH:46]=2)[CH:41]=[CH:40][CH:39]=1.Cl>C1COCC1>[C:38]1([CH:48]=[C:11]([CH2:17][CH2:18][CH2:19][O:20][CH:21]2[CH2:26][CH2:25][CH2:24][CH2:23][O:22]2)[C:12]([O:14][CH2:15][CH3:16])=[O:13])[C:47]2[C:42](=[CH:43][CH:44]=[CH:45][CH:46]=2)[CH:41]=[CH:40][CH:39]=1 |f:0.1|. Reported procedure: 579 mg of lithium chloride was suspended in 20 ml of dry THF under an argon stream, and 5.0 g of ethyl 2-diethylphosphono-5-(2-tetrahydropyranyloxy)pentanoate was added under stirring. After stirring the mixture for 5 minutes at room temperature, 2.6 g of DBU was added, and the mixture was stirred at room temperature for 10 minutes. Then, 1.7 g of α-naphthoaldehyde was added, and the mixture was stirred at room temperature overnight. Then, the reaction solution was neutralized with 1N hydrochlor... Starting materials: COC1=CC2=C(CCN(CC2)S(=O)(=O)C2=CC=C(C=C2)C)C=C1 (7-Methoxy-3-(toluene-4-sulfonyl)-2,3,4,5-tetrahydro-1H-benzo[d]azepine), C(=O)=O.CC(=O)C (CO2 acetone), [Na] (sodium). The solvent is N (Ammonia). Run at time 1 hour. The product is COC1=CC2=C(CCNCC2)C=C1 (7-Methoxy-2,3,4,5-tetrahydro-1H-benzo[d]azepine). RXN SMILES: [CH3:1][O:2][C:3]1[CH:23]=[CH:22][C:6]2[CH2:7][CH2:8][N:9](S(C3C=CC(C)=CC=3)(=O)=O)[CH2:10][CH2:11][C:5]=2[CH:4]=1.C(=O)=O.CC(C)=O.[Na]>N>[CH3:1][O:2][C:3]1[CH:23]=[CH:22][C:6]2[CH2:7][CH2:8][NH:9][CH2:10][CH2:11][C:5]=2[CH:4]=1 |f:1.2,^1:30|. Procedure: 7-Methoxy-3-(toluene-4-sulfonyl)-2,3,4,5-tetrahydro-1H-benzo[d]azepine (3.9 g/11.8 mmol) was placed in a round bottom flask and cooled to −78 C (external CO2/acetone bath). Ammonia (ca. 20 mL) was condensed into the flask and freshly cut sodium (3 g) was carefully added in small pieces (dark blue color observed) and the reaction allowed to stir for one hour. The reaction was quenched by the addition of solid ammonium chloride followed by careful addition of diethyl ether (30 mL). The reaction wa... Starting materials: CCNC(=O)c1ccccc1F, C1CCOC1, C1CCCCC1, C[Si](C)(C)Cl, [Li]C(C)CC, O. The product is CCNC(=O)c1c(F)cccc1[Si](C)(C)C. RXN SMILES: [CH2:12]([CH3:13])[NH:14][C:15]([c:16]1[c:17]([F:22])[cH:18][cH:19][cH:20][cH:21]1)=[O:23].[CH2:29]1[O:30][CH2:31][CH2:32][CH2:33]1.[CH2:6]1[CH2:7][CH2:8][CH2:9][CH2:10][CH2:11]1.[CH3:24][Si:25]([CH3:26])([CH3:27])[Cl:28].[CH:1]([Li:2])([CH2:3][CH3:4])[CH3:5].[OH2:34]>>[CH2:12]([CH3:13])[NH:14][C:15]([c:16]1[c:17]([F:22])[cH:18][cH:19][cH:20][c:21]1[Si:25]([CH3:24])([CH3:26])[CH3:27])=[O:23]. Reactants: ClC(Cl)Cl, O=S(=O)(O)Cl, Clc1ccc(-c2ccccc2)cc1. Yields the product O=S(=O)(O)c1ccc(-c2ccc(Cl)cc2)cc1. RXN SMILES: [CH:19]([Cl:20])([Cl:21])[Cl:22].[Cl:14][S:15](=[O:16])(=[O:17])[OH:18].[Cl:1][c:2]1[cH:3][cH:4][c:5](-[c:8]2[cH:9][cH:10][cH:11][cH:12][cH:13]2)[cH:6][cH:7]1>>[Cl:1][c:2]1[cH:3][cH:4][c:5](-[c:8]2[cH:9][cH:10][c:11]([S:15](=[O:16])(=[O:17])[OH:18])[cH:12][cH:13]2)[cH:6][cH:7]1. Starting materials: BrC1=CC(=C(N)C(=C1)F)F (4-bromo-2,6-difluoroaniline), FC1=CC=C(C=C1OC)B(O)O (4-fluoro-5-methoxyphenylboronic acid). Yields the product FC=1C=C(C=C(C1N)F)C1=CC(=C(C=C1)F)OC (3,4′,5-trifluoro-3′-methoxybiphenyl-4-amine). Isolated yield 197.5%. As a reaction SMILES: Br[C:2]1[CH:8]=[C:7]([F:9])[C:5]([NH2:6])=[C:4]([F:10])[CH:3]=1.[F:11][C:12]1[C:17]([O:18][CH3:19])=[CH:16][C:15](B(O)O)=[CH:14][CH:13]=1>>[F:10][C:4]1[CH:3]=[C:2]([C:15]2[CH:14]=[CH:13][C:12]([F:11])=[C:17]([O:18][CH3:19])[CH:16]=2)[CH:8]=[C:7]([F:9])[C:5]=1[NH2:6]. Procedure: The title compound (480 mg) was prepared from 4-bromo-2,6-difluoroaniline (200 mg, 0.96 mmol) and 4-fluoro-5-methoxyphenylboronic acid (210 mg, 1.24 mmol) as a white solid. 1H-NMR (δ ppm, DMSO-d6, 400 MHz): 7.39-7.29 (m, 3H), 7.21-7.12 (m, 2H), 5.33 (s, 2H), 3.90 (s, 3H).